From a dataset of the Open Reaction Database (ORD), a public repository of structured organic reaction records. describe an organic reaction: reactants, conditions, products, and yield The reactants are Cc1cc(N2CCC(CN3CCCC3C)C2)ccc1N, O=C(O)c1cnc2cc(Cl)ccc2c1O. Yields the product Cc1cc(N2CCC(CN3CCCC3C)C2)ccc1NC(=O)c1cnc2cc(Cl)ccc2c1O. As a reaction SMILES: [CH3:1][c:2]1[c:3]([NH2:20])[cH:4][cH:5][c:6]([N:8]2[CH2:9][CH:10]([CH2:13][N:14]3[CH:15]([CH3:19])[CH2:16][CH2:17][CH2:18]3)[CH2:11][CH2:12]2)[cH:7]1.[Cl:21][c:22]1[cH:23][cH:24][c:25]2[c:26]([OH:35])[c:27]([C:32](=[O:33])[OH:34])[cH:28][n:29][c:30]2[cH:31]1>>[CH3:1][c:2]1[c:3]([NH:20][C:32]([c:27]2[c:26]([OH:35])[c:25]3[cH:24][cH:23][c:22]([Cl:21])[cH:31][c:30]3[n:29][cH:28]2)=[O:33])[cH:4][cH:5][c:6]([N:8]2[CH2:9][CH:10]([CH2:13][N:14]3[CH:15]([CH3:19])[CH2:16][CH2:17][CH2:18]3)[CH2:11][CH2:12]2)[cH:7]1. Reactants: CC(C)(C)C#CCO, CN(C)C=O, Fc1cccc(-c2cc(Cl)ncn2)c1F, [H-], [Na+], O. Product: CC(C)(C)C#CCOc1cc(-c2cccc(F)c2F)ncn1. RXN SMILES: [CH3:16][C:17]([C:18]#[C:19][CH2:20][OH:21])([CH3:22])[CH3:23].[CH3:27][N:28]([CH3:29])[CH:30]=[O:31].[Cl:1][c:2]1[n:3][cH:4][n:5][c:6](-[c:8]2[c:9]([F:15])[c:10]([F:14])[cH:11][cH:12][cH:13]2)[cH:7]1.[H-:24].[Na+:25].[OH2:26]>>[c:2]1([O:21][CH2:20][C:19]#[C:18][C:17]([CH3:16])([CH3:22])[CH3:23])[n:3][cH:4][n:5][c:6](-[c:8]2[c:9]([F:15])[c:10]([F:14])[cH:11][cH:12][cH:13]2)[cH:7]1. The reactants are CS(=O)(=O)c1nccc(-c2cc3cn[nH]c3nc2-c2cccc(C(F)(F)F)c2)n1, C[O-], CO, [Na+]. The product is COc1nccc(-c2cc3cn[nH]c3nc2-c2cccc(C(F)(F)F)c2)n1. As a reaction SMILES: [CH3:1][S:2](=[O:3])(=[O:4])[c:5]1[n:6][cH:7][cH:8][c:9](-[c:11]2[cH:12][c:13]3[c:14]([n:15][c:16]2-[c:17]2[cH:18][c:19]([C:23]([F:24])([F:25])[F:26])[cH:20][cH:21][cH:22]2)[nH:27][n:28][cH:29]3)[n:10]1.[CH3:30][O-:31].[CH3:33][OH:34].[Na+:32]>>[c:5]1([O:31][CH3:30])[n:6][cH:7][cH:8][c:9](-[c:11]2[cH:12][c:13]3[c:14]([n:15][c:16]2-[c:17]2[cH:18][c:19]([C:23]([F:24])([F:25])[F:26])[cH:20][cH:21][cH:22]2)[nH:27][n:28][cH:29]3)[n:10]1.